From a dataset of the Open Reaction Database (ORD), a public repository of structured organic reaction records. describe an organic reaction: reactants, conditions, products, and yield Starting materials: C(C1=CC=CC=C1)NC1=C(C=NC=2N1N=CC2C(=O)O)C(=O)N2CCC(CC2)C=2OC=CN2 (7-Benzylamino-6-[4-(oxazol-2-yl)piperidine-1-carbonyl]pyrazolo[1,5-a]pyrimidine-3-carboxylic acid), CS(=O)(=O)N (methanesulfonamide). Yields the product C(C1=CC=CC=C1)NC1=C(C=NC=2N1N=CC2C(=O)NS(=O)(=O)C)C(=O)N2CCC(CC2)C=2OC=CN2 (N-{7-Benzylamino-6-[4-(oxazol-2-yl)piperidine-1-carbonyl]pyrazolo[1,5-a]pyrimidine-3-carbonyl}methanesulfonamide). The yield is 44.9%. RXN SMILES: [CH2:1]([NH:8][C:9]1[N:14]2[N:15]=[CH:16][C:17]([C:18]([OH:20])=O)=[C:13]2[N:12]=[CH:11][C:10]=1[C:21]([N:23]1[CH2:28][CH2:27][CH:26]([C:29]2[O:30][CH:31]=[CH:32][N:33]=2)[CH2:25][CH2:24]1)=[O:22])[C:2]1[CH:7]=[CH:6][CH:5]=[CH:4][CH:3]=1.[CH3:34][S:35]([NH2:38])(=[O:37])=[O:36]>>[CH2:1]([NH:8][C:9]1[N:14]2[N:15]=[CH:16][C:17]([C:18]([NH:38][S:35]([CH3:34])(=[O:37])=[O:36])=[O:20])=[C:13]2[N:12]=[CH:11][C:10]=1[C:21]([N:23]1[CH2:28][CH2:27][CH:26]([C:29]2[O:30][CH:31]=[CH:32][N:33]=2)[CH2:25][CH2:24]1)=[O:22])[C:2]1[CH:7]=[CH:6][CH:5]=[CH:4][CH:3]=1. Procedure: In the same manner as in Example 1, step 6 and using 7-benzylamino-6-[4-(oxazol-2-yl)piperidine-1-carbonyl]pyrazolo[1,5-a]pyrimidine-3-carboxylic acid (0.08 g, 0.17 mmol) obtained in step 2 and methanesulfonamide (0.081 g, 0.850 mmol), the title compound (0.04 g, 46%) was obtained. Starting materials: C1(CC1)NC(=O)NC=1C(=NNC1)C1=NC2=C(N1)C=CC(=C2)CN2CCOCC2 (1-Cyclopropyl-3-[3-(5-morpholin-4-ylmethyl-1H-benzoimidazol-2-yl)-1H-pyrazol-4-yl]-urea), C([C@@H](O)C)(=O)O (L-lactic acid). Run in C(C)O (ethanol). Conditions: temperature 20 celsius, time 130 minute. Yields the product C([C@@H](O)C)(=O)O.C1(CC1)NC(=O)NC=1C(=NNC1)C1=NC2=C(N1)C=CC(=C2)CN2CCOCC2 (1-cyclopropyl-3-[3-(5-morpholin-4-ylmethyl-1H-benzoimidazol-2-yl)-1H-pyrazol-4-yl]-urea L-lactic acid salt). As a reaction SMILES: [CH:1]1([NH:4][C:5]([NH:7][C:8]2[C:9]([C:13]3[NH:17][C:16]4[CH:18]=[CH:19][C:20]([CH2:22][N:23]5[CH2:28][CH2:27][O:26][CH2:25][CH2:24]5)=[CH:21][C:15]=4[N:14]=3)=[N:10][NH:11][CH:12]=2)=[O:6])[CH2:3][CH2:2]1.[C:29]([OH:34])(=[O:33])[C@H:30]([CH3:32])[OH:31]>C(O)C>[C:29]([OH:34])(=[O:33])[C@H:30]([CH3:32])[OH:31].[CH:1]1([NH:4][C:5]([NH:7][C:8]2[C:9]([C:13]3[NH:17][C:16]4[CH:18]=[CH:19][C:20]([CH2:22][N:23]5[CH2:24][CH2:25][O:26][CH2:27][CH2:28]5)=[CH:21][C:15]=4[N:14]=3)=[N:10][NH:11][CH:12]=2)=[O:6])[CH2:3][CH2:2]1 |f:3.4|. Procedure: 1-Cyclopropyl-3-[3-(5-morpholin-4-ylmethyl-1H-benzoimidazol-2-yl)-1H-pyrazol-4-yl]-urea (1.0 wt), in a Class 2 or Class 3 solvent, in particular a Class 3 solvent such as aqueous ethanol (5.0-10.0 vol), can be charged to a flange flask equipped with a mechanical stirrer and thermometer. The contents are stirred under an inert atmosphere e.g. nitrogen and L-lactic acid (0.269 wt) can be added at 15 to 25° C. followed by a line rinse of the appropriate solvent such as aqueous ethanol (0.5 vol). Th... The reactants are O=C(Cl)Cl, C1CCOC1, Cn1cccc1, ClCCl, Nc1cccc(-c2nn3ccccc3c2-c2ccnc(Nc3ccc4c(c3)OCCO4)n2)c1. The product is Cn1cccc1C(=O)Nc1cccc(-c2nn3ccccc3c2-c2ccnc(Nc3ccc4c(c3)OCCO4)n2)c1. Reaction SMILES: [C:34](=[O:35])([Cl:36])[Cl:37].[CH2:44]1[O:45][CH2:46][CH2:47][CH2:48]1.[CH3:38][n:39]1[cH:40][cH:41][cH:42][cH:43]1.[Cl:49][CH2:50][Cl:51].[NH2:1][c:2]1[cH:3][c:4](-[c:8]2[n:9][n:10]3[c:11]([cH:12][cH:13][cH:14][cH:15]3)[c:16]2-[c:17]2[n:18][c:19]([NH:23][c:24]3[cH:25][c:26]4[c:27]([cH:32][cH:33]3)[O:28][CH2:29][CH2:30][O:31]4)[n:20][cH:21][cH:22]2)[cH:5][cH:6][cH:7]1>>[NH:1]([c:2]1[cH:3][c:4](-[c:8]2[n:9][n:10]3[c:11]([cH:12][cH:13][cH:14][cH:15]3)[c:16]2-[c:17]2[n:18][c:19]([NH:23][c:24]3[cH:25][c:26]4[c:27]([cH:32][cH:33]3)[O:28][CH2:29][CH2:30][O:31]4)[n:20][cH:21][cH:22]2)[cH:5][cH:6][cH:7]1)[C:34](=[O:35])[c:40]1[n:39]([CH3:38])[cH:43][cH:42][cH:41]1. The reactants are Cl (hydrochloric acid), CC(=CCC(=O)OC)CCCC(CCCC(CCCC(C)C)C)C (methyl 4,8,12,16-tetramethylheptadec-3-enoate), OCC(O)CO (glycerol), C([O-])([O-])=O.[K+].[K+] (potassium carbonate). Run in CN(C=O)C (N,N-dimethylformamide). Reaction conditions: temperature 100 celsius, time 18 hour. The product is CC(=CCC(=O)OCC(O)CO)CCCC(CCCC(CCCC(C)C)C)C (mono-O-(4,8,12,16-tetramethylheptadec-3-enoyl)glycerol). The yield is 29.0%. Reaction SMILES: [CH3:1][C:2]([CH2:9][CH2:10][CH2:11][CH:12]([CH3:24])[CH2:13][CH2:14][CH2:15][CH:16]([CH3:23])[CH2:17][CH2:18][CH2:19][CH:20]([CH3:22])[CH3:21])=[CH:3][CH2:4][C:5]([O:7][CH3:8])=[O:6].[OH:25][CH2:26][CH:27](CO)[OH:28].C(=O)([O-])[O-].[K+].[K+].Cl>CN(C)C=O>[CH3:1][C:2]([CH2:9][CH2:10][CH2:11][CH:12]([CH3:24])[CH2:13][CH2:14][CH2:15][CH:16]([CH3:23])[CH2:17][CH2:18][CH2:19][CH:20]([CH3:22])[CH3:21])=[CH:3][CH2:4][C:5]([O:7][CH2:8][CH:26]([CH2:27][OH:28])[OH:25])=[O:6] |f:2.3.4|. Procedure: 1.0 g (3.0 mmol) of methyl 4,8,12,16-tetramethylheptadec-3-enoate was slowly added dropwise to a solution of 0.68 g (7.4 mmol) of glycerol and 0.61 g (4.4 mmol) of potassium carbonate in dry N,N-dimethylformamide (3.5 mL) at 100° C. After the reaction mixture was stirred at 100° C. for 18 hours, 1M hydrochloric acid was added. The reaction solution was extracted with ether, and the extract was washed with saturated sodium bicarbonate aqueous solution and saturated brine, successively, and dried ... Starting materials: Cl (hydrochloric acid), [OH-].[Na+] (sodium hydroxide), FC(OC1=CC=C(C=C1)NC(=O)C=1C=NOC1C)(F)F (N-(4-trifluoromethoxyphenyl)-5-methylisoxazole-4-carboxamide). Run in O (water), C(C)O (ethanol), O (water). Reaction conditions: time 30 minute. Product: FC(OC1=CC=C(C=C1)NC(\C(=C(\C)/O)\C#N)=O)(F)F (N-(4-trifluoromethoxyphenyl)-2-cyano-3-hydroxycrotonamide). Isolated yield 96.8%. As a reaction SMILES: [F:1][C:2]([F:20])([F:19])[O:3][C:4]1[CH:9]=[CH:8][C:7]([NH:10][C:11]([C:13]2[CH:14]=[N:15][O:16][C:17]=2[CH3:18])=[O:12])=[CH:6][CH:5]=1.[OH-].[Na+].Cl>C(O)C.O>[F:1][C:2]([F:19])([F:20])[O:3][C:4]1[CH:9]=[CH:8][C:7]([NH:10][C:11](=[O:12])/[C:13](/[C:14]#[N:15])=[C:17](\[OH:16])/[CH3:18])=[CH:6][CH:5]=1 |f:1.2|. Procedure: 0.1 mol (28.6 g) of N-(4-trifluoromethoxyphenyl)-5-methylisoxazole-4-carboxamide is dissolved in 100 ml of ethanol and a solution of 0.11 mol (4.4 g) of sodium hydroxide solution in 100 ml of water is added at 20° C. The mixture is stirred for 30 minutes and acidified with concentrated hydrochloric acid after diluting with water. The precipitated crystal magma is filtered off with suction, washed with water and dried in the air. 27.7 g (9.1% of theory) of N-(4-trifluoromethoxyphenyl)-2-cyano-3-h... Reactants: COC(=O)CN(C(=O)OCc1ccccc1)c1nccc2ccc(C(F)(F)F)cc12, CO, [Na+], [OH-]. Yields the product O=C(O)CN(C(=O)OCc1ccccc1)c1nccc2ccc(C(F)(F)F)cc12. Reaction SMILES: [CH2:1]([c:2]1[cH:3][cH:4][cH:5][cH:6][cH:7]1)[O:8][C:9](=[O:10])[N:11]([CH2:12][C:13](=[O:14])[O:15][CH3:16])[c:17]1[n:18][cH:19][cH:20][c:21]2[cH:22][cH:23][c:24]([C:27]([F:28])([F:29])[F:30])[cH:25][c:26]12.[CH3:33][OH:34].[Na+:32].[OH-:31]>>[CH2:1]([c:2]1[cH:3][cH:4][cH:5][cH:6][cH:7]1)[O:8][C:9](=[O:10])[N:11]([CH2:12][C:13](=[O:14])[OH:15])[c:17]1[n:18][cH:19][cH:20][c:21]2[cH:22][cH:23][c:24]([C:27]([F:28])([F:29])[F:30])[cH:25][c:26]12.